This data is from the Open Reaction Database (ORD), a public repository of structured organic reaction records. The task is: describe an organic reaction: reactants, conditions, products, and yield Reactants: BrC1=CC=C2CC3(CC4=CC=C(C(=C4CC3)F)F)C(C2=C1)=O (6-bromo-5′,6′-difluoro-3′,4′-dihydro-1′H-spiro[indene-2,2′-naphthalen]-1(3H)-one), ice water, C[Si](C)(C)N=C=N[Si](C)(C)C (bis-trimethlysilylcarbodiimide). The reagents and catalysts are Cl[Ti](Cl)(Cl)Cl (TiCl4). Run in C(Cl)Cl (CH2Cl2). Run at time 1 hour. Product: BrC=1C=C2\C(\C3(CC4=CC=C(C(=C4CC3)F)F)CC2=CC1)=N/C#N ((Z)—N-(5-bromo-5′,6′-difluoro-3′,4′-dihydro-1′H-spiro[indene-2,2′-naphthalene]-3(1H)-ylidene)cyanamide). Yield: 113.4%. As a reaction SMILES: [Br:1][C:2]1[CH:21]=[C:20]2[C:5]([CH2:6][C:7]3([C:19]2=O)[CH2:16][CH2:15][C:14]2[C:9](=[CH:10][CH:11]=[C:12]([F:18])[C:13]=2[F:17])[CH2:8]3)=[CH:4][CH:3]=1.C[Si]([N:27]=[C:28]=[N:29][Si](C)(C)C)(C)C>C(Cl)Cl.Cl[Ti](Cl)(Cl)Cl>[Br:1][C:2]1[CH:21]=[C:20]2[C:5](=[CH:4][CH:3]=1)[CH2:6][C:7]1([CH2:16][CH2:15][C:14]3[C:9](=[CH:10][CH:11]=[C:12]([F:18])[C:13]=3[F:17])[CH2:8]1)/[C:19]/2=[N:29]/[C:28]#[N:27]. Procedure details: To a solution of 6-bromo-5′,6′-difluoro-3′,4′-dihydro-1′H-spiro[indene-2,2′-naphthalen]-1(3H)-one (150 mg, 0.41 mmol) in dried CH2Cl2 (1 mL) was added TiCl4 (1 M solution in DCM, 0.1.24 mmol) dropwise within 15 minutes, and stirred for 1 h. Then to this mixture was added bis-trimethlysilylcarbodiimide (234 mg, 1.24 mmol) dropwise. The resulting mixture was stirred overnight. The reaction mixture was poured into ice-water, extracted with CH2Cl2. The combined organic layer was washed with brine, d... Starting materials: C=C[Sn](CCCC)(CCCC)CCCC, [Cu]I, O=C1CC(c2ccc(Cl)cc2I)CN1, CN(C)C=O, O, c1ccc(P(c2ccccc2)(c2ccccc2)[Pd](P(c2ccccc2)(c2ccccc2)c2ccccc2)(P(c2ccccc2)(c2ccccc2)c2ccccc2)P(c2ccccc2)(c2ccccc2)c2ccccc2)cc1. Product: C=Cc1cc(Cl)ccc1C1CNC(=O)C1. Reaction SMILES: [CH:15](=[CH2:16])[Sn:17]([CH2:18][CH2:19][CH2:20][CH3:21])([CH2:22][CH2:23][CH2:24][CH3:25])[CH2:26][CH2:27][CH2:28][CH3:29].[Cu:36][I:37].[I:1][c:2]1[c:3]([CH:9]2[CH2:10][C:11](=[O:14])[NH:12][CH2:13]2)[cH:4][cH:5][c:6]([Cl:8])[cH:7]1.[O:30]=[CH:31][N:32]([CH3:33])[CH3:34].[OH2:35].[cH:38]1[cH:39][cH:40][c:41]([P:42]([Pd:43]([P:44]([c:45]2[cH:46][cH:47][cH:48][cH:49][cH:50]2)([c:51]2[cH:52][cH:53][cH:54][cH:55][cH:56]2)[c:57]2[cH:58][cH:59][cH:60][cH:61][cH:62]2)([P:63]([c:64]2[cH:65][cH:66][cH:67][cH:68][cH:69]2)([c:70]2[cH:71][cH:72][cH:73][cH:74][cH:75]2)[c:76]2[cH:77][cH:78][cH:79][cH:80][cH:81]2)[P:82]([c:83]2[cH:84][cH:85][cH:86][cH:87][cH:88]2)([c:89]2[cH:90][cH:91][cH:92][cH:93][cH:94]2)[c:95]2[cH:96][cH:97][cH:98][cH:99][cH:100]2)([c:101]2[cH:102][cH:103][cH:104][cH:105][cH:106]2)[c:107]2[cH:108][cH:109][cH:110][cH:111][cH:112]2)[cH:113][cH:114]1>>[c:2]1([CH:15]=[CH2:16])[c:3]([CH:9]2[CH2:10][C:11](=[O:14])[NH:12][CH2:13]2)[cH:4][cH:5][c:6]([Cl:8])[cH:7]1. Starting materials: Cl (hydrogen chloride), NC1=C(C=NN1C)C(=O)OCC (5-amino-1-methyl-1H-pyrazole-4-carboxylic acid, ethyl ester). Solvent: C(Cl)(Cl)Cl (chloroform). Run at time 60 minute. Product: ClC1=C(C=NN1C)C(=O)OCC (5-chloro-1-methyl-1H-pyrazole-4-carboxylic acid, ethyl ester). Reaction SMILES: [ClH:1].N[C:3]1[N:7]([CH3:8])[N:6]=[CH:5][C:4]=1[C:9]([O:11][CH2:12][CH3:13])=[O:10]>C(Cl)(Cl)Cl>[Cl:1][C:3]1[N:7]([CH3:8])[N:6]=[CH:5][C:4]=1[C:9]([O:11][CH2:12][CH3:13])=[O:10]. Procedure: For a period of 60 minutes, hydrogen chloride gas was bubbled into a solution of 5-amino-1-methyl-1H-pyrazole-4-carboxylic acid, ethyl ester (12 grams, 0.07 mole) in 75 ml. of chloroform. The reaction mixture set up and nitrosyl chloride was bubbled into the reaction mixture for a period of five minutes. TLC indicated that starting material was still present, therefore, nitrosyl chloride was bubbled into the reaction mixture for an additional five minutes. The solution was heated on a steam bath...